This data is from the Open Reaction Database (ORD), a public repository of structured organic reaction records. The task is: describe an organic reaction: reactants, conditions, products, and yield Yields the product Clc1ccc(CCc2cc(Cl)nc(Cl)n2)cc1. The reactants are CC(C)[N-]C(C)C, Clc1ccc(CBr)cc1, Cc1cc(Cl)nc(Cl)n1, [Li+], C1CCOC1. Reaction SMILES: [CH:1]([N-:2][CH:3]([CH3:4])[CH3:5])([CH3:6])[CH3:7].[Cl:18][c:19]1[cH:20][cH:21][c:22]([CH2:23][Br:24])[cH:25][cH:26]1.[Cl:9][c:10]1[n:11][c:12]([CH3:17])[cH:13][c:14]([Cl:16])[n:15]1.[Li+:8].[O:27]1[CH2:28][CH2:29][CH2:30][CH2:31]1>>[Cl:9][c:10]1[n:11][c:12]([CH2:17][CH2:23][c:22]2[cH:21][cH:20][c:19]([Cl:18])[cH:26][cH:25]2)[cH:13][c:14]([Cl:16])[n:15]1.